This data is from the Open Reaction Database (ORD), a public repository of structured organic reaction records. The task is: describe an organic reaction: reactants, conditions, products, and yield The reactants are C(C1=CC=CC=C1)NC1=C(C=NC=2N1N=CC2C(=O)O)C(=O)N2CCC(CC2)C2=C(C=CC=C2)OC (7-Benzylamino-6-[4-(2-methoxyphenyl)piperidine-1-carbonyl]pyrazolo[1,5-a]pyrimidine-3-carboxylic acid), CS(=O)(=O)N (methanesulfonamide). The product is C(C1=CC=CC=C1)NC1=C(C=NC=2N1N=CC2C(=O)NS(=O)(=O)C)C(=O)N2CCC(CC2)C2=C(C=CC=C2)OC (N-{7-Benzylamino-6-[4-(2-methoxyphenyl)piperidine-1-carbonyl]pyrazolo[1,5-a]pyrimidine-3-carbonyl}methanesulfonamide). Yield: 55.5%. Reaction SMILES: [CH2:1]([NH:8][C:9]1[N:14]2[N:15]=[CH:16][C:17]([C:18](O)=[O:19])=[C:13]2[N:12]=[CH:11][C:10]=1[C:21]([N:23]1[CH2:28][CH2:27][CH:26]([C:29]2[CH:34]=[CH:33][CH:32]=[CH:31][C:30]=2[O:35][CH3:36])[CH2:25][CH2:24]1)=[O:22])[C:2]1[CH:7]=[CH:6][CH:5]=[CH:4][CH:3]=1.[CH3:37][S:38]([NH2:41])(=[O:40])=[O:39]>>[CH2:1]([NH:8][C:9]1[N:14]2[N:15]=[CH:16][C:17]([C:18]([NH:41][S:38]([CH3:37])(=[O:40])=[O:39])=[O:19])=[C:13]2[N:12]=[CH:11][C:10]=1[C:21]([N:23]1[CH2:24][CH2:25][CH:26]([C:29]2[CH:34]=[CH:33][CH:32]=[CH:31][C:30]=2[O:35][CH3:36])[CH2:27][CH2:28]1)=[O:22])[C:2]1[CH:3]=[CH:4][CH:5]=[CH:6][CH:7]=1. Reported procedure: In the same manner as in Example 1, step 6 and using 7-benzylamino-6-[4-(2-methoxyphenyl)piperidine-1-carbonyl]pyrazolo[1,5-a]pyrimidine-3-carboxylic acid (0.153 g, 0.317 mmol) obtained in step 5 and methanesulfonamide (0.175 g, 1.85 mmol), the title compound (0.099 g, 56%) was obtained.